Task: describe an organic reaction: reactants, conditions, products, and yield. Dataset: the Open Reaction Database (ORD), a public repository of structured organic reaction records The reactants are Cl (hydrochloric acid), N12CC3C(C(CC(C1)C3)C2)=O (1-azatricyclo[3.3.1.13,7]decan-4-one), Cl.C(C1=CC=CC=C1)ON (O-benzylhydroxylamine hydrochloride). The solvent is C(C)O (ethanol). Run at time 8 hour. The product is C(C1=CC=CC=C1)ON=C1C2CN3CC(CC1C3)C2 (1-azatricyclo[3.3.1.13,7]decan-4-one O-benzyloxime), hydrochloride salt. Reaction SMILES: [N:1]12[CH2:10][CH:5]3[CH2:6][CH:7]([CH2:9][CH:3]([C:4]3=O)[CH2:2]1)[CH2:8]2.Cl.[CH2:13]([O:20][NH2:21])[C:14]1[CH:19]=[CH:18][CH:17]=[CH:16][CH:15]=1.Cl>C(O)C>[CH2:13]([O:20][N:21]=[C:4]1[CH:5]2[CH2:10][N:1]3[CH2:8][CH:7]([CH2:9][CH:3]1[CH2:2]3)[CH2:6]2)[C:14]1[CH:19]=[CH:18][CH:17]=[CH:16][CH:15]=1 |f:1.2|. Procedure: A mixture of 1-azatricyclo[3.3.1.13,7]decan-4-one (45 mg, 0.30 mmol) (prepared as reported in Becker, D. P. and Flynn, D. L. Synthesis 1992, 1080-1082) and O-benzylhydroxylamine hydrochloride (Aldrich, 51 mg, 0.32 mmol) were combined in a test tube with ethanol (3 mL). Concentrated hydrochloric acid (12 M, 0.1 mL) was added, and the mixture was heated at reflux until the solids dissolved. The solution was allowed to stand at room temperature overnight, then concentrated under vacuum. The residue... Starting materials: N1C=NC2=C1C=C(C=C2)C2=NN=C(O2)S (5-(1H-benzo[d]imidazol-6-yl)-1,3,4-oxadiazole-2-thiol), TEA, C(C=C)Br (allylbromide). The solvent is CCO (EtOH). Yields the product C(C=C)SC1=NN=C(O1)C1=CC2=C(NC=N2)C=C1 (5-(5-(Allylthio)-1,3,4-oxadiazol-2-yl)-1H-benzo[d]imidazole). RXN SMILES: [NH:1]1[C:5]2[CH:6]=[C:7]([C:10]3[O:14][C:13]([SH:15])=[N:12][N:11]=3)[CH:8]=[CH:9][C:4]=2[N:3]=[CH:2]1.[CH2:16](Br)[CH:17]=[CH2:18]>CCO>[CH2:18]([S:15][C:13]1[O:14][C:10]([C:7]2[CH:8]=[CH:9][C:4]3[NH:3][CH:2]=[N:1][C:5]=3[CH:6]=2)=[N:11][N:12]=1)[CH:17]=[CH2:16]. Procedure: 1 (0.33 g, 1.5 mmol), TEA (0.209 mL, 1.5 mmol) and allylbromide (0.093 mL, 1.5 mmol) were dissolved in 10 mL of EtOH and kept under reflux overnight. The solvent was removed and the remaining oil was purified by flash-chromatography on silica gel, applying a CHCl3/MeOH gradient. Starting materials: CC1(C)Oc2ccncc2C(O)C1Br, ClC(Cl)Cl, O=C(OO)c1cccc(Cl)c1. The product is CC1(C)Oc2cc[n+]([O-])cc2C(O)C1Br. As a reaction SMILES: [Br:12][CH:13]1[CH:14]([OH:25])[c:15]2[cH:16][n:17][cH:18][cH:19][c:20]2[O:21][C:22]1([CH3:23])[CH3:24].[CH:26]([Cl:27])([Cl:28])[Cl:29].[Cl:1][c:2]1[cH:3][cH:4][cH:5][c:6]([C:7]([O:8][OH:10])=[O:9])[cH:11]1>>[O-:9][n+:17]1[cH:16][c:15]2[c:20]([cH:19][cH:18]1)[O:21][C:22]([CH3:23])([CH3:24])[CH:13]([Br:12])[CH:14]2[OH:25]. Starting materials: CCOC(C)=O, N#Cc1c(-c2ccc(Cl)cc2Cl)cn2ccnc2c1Cl, [N-]=[N+]=[N-], [Na+], CN(C)C=O. Product: N#Cc1c(-c2ccc(Cl)cc2Cl)cn2ccnc2c1N=[N+]=[N-]. As a reaction SMILES: [CH3:25][CH2:26][O:27][C:28]([CH3:29])=[O:30].[Cl:1][c:2]1[c:3]2[n:4]([cH:5][c:6](-[c:10]3[c:11]([Cl:17])[cH:12][c:13]([Cl:16])[cH:14][cH:15]3)[c:7]1[C:8]#[N:9])[cH:18][cH:19][n:20]2.[N-:22]=[N+:23]=[N-:24].[Na+:21].[O:31]=[CH:32][N:33]([CH3:34])[CH3:35]>>[c:2]1([N:22]=[N+:23]=[N-:24])[c:3]2[n:4]([cH:5][c:6](-[c:10]3[c:11]([Cl:17])[cH:12][c:13]([Cl:16])[cH:14][cH:15]3)[c:7]1[C:8]#[N:9])[cH:18][cH:19][n:20]2. Reactants: C[O-].[Na+] (sodium methoxide), C(#N)CC(=O)N (cyanoacetamide), COC(N(C)C)OC (dimethylformamide dimethyl acetal), CC(CC(C)=O)=O (2,4-pentanedione), CN(C)C=C(C(C)=O)C(C)=O (3-dimethylaminomethylene-2,4-pentanedione). Run in CO (methanol), O (water), C(C)(=O)O (acetic acid). The product is C(C)(=O)C1=C(NC(C(C#N)=C1)=O)C (5-acetyl-1,2-dihydro-6-methyl-2-oxonicotinonitrile). As a reaction SMILES: COC(OC)N(C)C.CC(=O)CC(=O)C.CN([CH:19]=[C:20]([C:24](=O)[CH3:25])[C:21](=[O:23])[CH3:22])C.C[O-].[Na+].[C:30]([CH2:32][C:33]([NH2:35])=[O:34])#[N:31]>C(O)(=O)C.O.CO>[C:21]([C:20]1[CH:19]=[C:32]([C:30]#[N:31])[C:33](=[O:34])[NH:35][C:24]=1[CH3:25])(=[O:23])[CH3:22] |f:3.4|. Procedure: A solution containing 60 g of dimethylformamide dimethyl acetal and 50 g of 2,4-pentanedione was heated on a steam bath for 2.5 hours and cooled. To the resulting solution containing 3-dimethylaminomethylene-2,4-pentanedione was added 300 ml of methanol, 27 g of sodium methoxide and 47 g of cyanoacetamide. The resulting mixture was heated on a steam bath for 4 hours, the hot solution poured into 700 ml of water, and the aqueous mixture acidified with acetic acid and chilled in an ice bath. The s... Starting materials: CC(=O)O, CSc1nc2sc(C(=O)NC3CC3)c(N)c2c(C)c1Cl, O, OO. The product is Cc1c(Cl)c(S(C)=O)nc2sc(C(=O)NC3CC3)c(N)c12. As a reaction SMILES: [CH3:24][C:25](=[O:26])[OH:27].[CH:1]1([NH:4][C:5](=[O:6])[c:7]2[c:8]([NH2:20])[c:9]3[c:10]([n:11][c:12]([S:17][CH3:18])[c:13]([Cl:16])[c:14]3[CH3:15])[s:19]2)[CH2:2][CH2:3]1.[OH2:23].[OH:21][OH:22]>>[CH:1]1([NH:4][C:5](=[O:6])[c:7]2[c:8]([NH2:20])[c:9]3[c:10]([n:11][c:12]([S:17]([CH3:18])=[O:21])[c:13]([Cl:16])[c:14]3[CH3:15])[s:19]2)[CH2:2][CH2:3]1. Reactants: [H-].[Na+] (sodium hydride), C1(=CC=CC=C1)O (phenol), O (water), C(C1=CC=CC=C1)OCCNC1=C(C(=NC(=C1)C)Cl)[N+](=O)[O-] ([2-(benzyloxy)ethyl]-(2-chloro-6-methyl-3-nitropyridin-4-yl)amine). Solvent: COCCOCCOC (diglyme), COCCOCCOC (diglyme), C(C)(=O)OCC (ethyl acetate). Conditions: temperature 0 celsius, time 30 minute. Yields the product C(C1=CC=CC=C1)OCCNC1=C(C(=NC(=C1)C)OC1=CC=CC=C1)[N+](=O)[O-] ([2-(benzyloxy)ethyl]-(6-methyl-3-nitro-2-phenoxy-pyridin-4-yl)amine). The yield is 90.0%. RXN SMILES: [H-].[Na+].[C:3]1([OH:9])[CH:8]=[CH:7][CH:6]=[CH:5][CH:4]=1.[CH2:10]([O:17][CH2:18][CH2:19][NH:20][C:21]1[CH:26]=[C:25]([CH3:27])[N:24]=[C:23](Cl)[C:22]=1[N+:29]([O-:31])=[O:30])[C:11]1[CH:16]=[CH:15][CH:14]=[CH:13][CH:12]=1.O>COCCOCCOC.C(OCC)(=O)C>[CH2:10]([O:17][CH2:18][CH2:19][NH:20][C:21]1[CH:26]=[C:25]([CH3:27])[N:24]=[C:23]([O:9][C:3]2[CH:8]=[CH:7][CH:6]=[CH:5][CH:4]=2)[C:22]=1[N+:29]([O-:31])=[O:30])[C:11]1[CH:12]=[CH:13][CH:14]=[CH:15][CH:16]=1 |f:0.1|. Procedure: Under a nitrogen atmosphere, diglyme (20 mL) was added to sodium hydride (0.548 g, 13.7 mmol), which is available as a 60% dispersion in mineral oil, and the mixture was cooled to 0° C. A solution of phenol (1.35 g, 14.4 mmol) in diglyme (20 mL) was added, and the addition flask was rinsed with additional diglyme (2×5 mL), which was added to the reaction flask. The reaction became homogeneous and was stirred for 30 minutes. Solid [2-(benzyloxy)ethyl]-(2-chloro-6-methyl-3-nitropyridin-4-yl)amine ... Starting materials: COC(=O)C=1SC(=CC1)C(NC(C)C1=CC=C(C=C1)[N+](=O)[O-])=O (5-[1-(4-Nitro-phenyl)-ethylcarbamoyl]-thiophene-2-carboxylic acid methyl ester), CO (methanol). The reagents and catalysts are [Pd] (palladium on charcoal). Run in C1CCOC1 (THF). Run at time 3 hour. Product: COC(=O)C=1SC(=CC1)C(NC(C)C1=CC=C(C=C1)N)=O (5-[1-(4-amino-phenyl)-ethylcarbamoyl]-thiophene-2-carboxylic acid methyl ester). Reaction SMILES: [CH3:1][O:2][C:3]([C:5]1[S:6][C:7]([C:10](=[O:23])[NH:11][CH:12]([C:14]2[CH:19]=[CH:18][C:17]([N+:20]([O-])=O)=[CH:16][CH:15]=2)[CH3:13])=[CH:8][CH:9]=1)=[O:4].CO>[Pd].C1COCC1>[CH3:1][O:2][C:3]([C:5]1[S:6][C:7]([C:10](=[O:23])[NH:11][CH:12]([C:14]2[CH:15]=[CH:16][C:17]([NH2:20])=[CH:18][CH:19]=2)[CH3:13])=[CH:8][CH:9]=1)=[O:4]. Reported procedure: A mixture of 500 mg (1.497 mmol) 5-[1-(4-Nitro-phenyl)-ethylcarbamoyl]-thiophene-2-carboxylic acid methyl ester, 200 mg palladium on charcoal (10%), 10 ml methanol and 5 ml THF was hydrogenated at 30 mbar for 3 h. The catalyst was filtered off, the solvent was evaporated to give 5-[1-(4-amino-phenyl)-ethylcarbamoyl]-thiophene-2-carboxylic acid methyl ester.